From a dataset of the Open Reaction Database (ORD), a public repository of structured organic reaction records. describe an organic reaction: reactants, conditions, products, and yield Reactants: BrC=1C=C2C(=CNC2=C(C1)C(=O)O)C(C)C (5-bromo-3-(1-methylethyl)-1H-indole-7-carboxylic acid), IC (iodomethane), CN(C)C=O (DMF), [H-].[Na+] (sodium hydride). Run at time 2 hour. The product is BrC=1C=C2C(=CN(C2=C(C1)C(=O)OC)C)C(C)C (methyl 5-bromo-1-methyl-3-(1-methylethyl)-1H-indole-7-carboxylate). Yield: 64.0%. As a reaction SMILES: [Br:1][C:2]1[CH:3]=[C:4]2C(=[C:9]([C:11]([OH:13])=[O:12])[CH:10]=1)NC=[C:5]2[CH:14]([CH3:16])[CH3:15].I[CH3:18].[H-].[Na+].[CH3:21][N:22]([CH:24]=O)[CH3:23]>>[Br:1][C:2]1[CH:3]=[C:4]2[C:23](=[C:9]([C:11]([O:13][CH3:18])=[O:12])[CH:10]=1)[N:22]([CH3:21])[CH:24]=[C:5]2[CH:14]([CH3:16])[CH3:15] |f:2.3|. Reported procedure: To a stirred solution of 5-bromo-3-(1-methylethyl)-1H-indole-7-carboxylic acid (15 g, 53.2 mmol) in DMF (100 mL) at 0° C. was added iodomethane (13.25 mL, 212.7 mmol) followed by sodium hydride (2.8 g, 122.3 mmol). The reaction mixture was allowed to warm to room temperature and stirred for 2 h. The reaction mixture was concentrated in vacuo to dryness. The residue was diluted with water and ethyl acetate. The organic layer was separated and dried, filtered, and concentrated in vacuo. The crude ...